Dataset: the Open Reaction Database (ORD), a public repository of structured organic reaction records. Task: describe an organic reaction: reactants, conditions, products, and yield The solvent is C(C)(=O)OCC (ethyl acetate), O1CCOCC1 (1,4-dioxane), O (water). Yield: 34.0%. RXN SMILES: [OH:1][C:2]1[CH:7]=[CH:6][C:5]([C:8]2[C:9]([CH2:21][NH:22][C:23]3[CH:28]=[CH:27][CH:26]=[CH:25][C:24]=3[O:29][CH3:30])=[C:10]3[C:15](=[CH:16][CH:17]=2)[NH:14][C:13]([CH3:19])([CH3:18])[CH:12]=[C:11]3[CH3:20])=[C:4]([O:31][CH3:32])[CH:3]=1.C(=O)([O-])O.[Na+].[CH:38]1[C:50]2[CH:49]([CH2:51][O:52][C:53](Cl)=[O:54])[C:48]3[C:43](=[CH:44][CH:45]=[CH:46][CH:47]=3)[C:42]=2[CH:41]=[CH:40][CH:39]=1>O1CCOCC1.O.C(OCC)(=O)C>[OH:1][C:2]1[CH:7]=[CH:6][C:5]([C:8]2[C:9]([CH2:21][N:22]([C:23]3[CH:28]=[CH:27][CH:26]=[CH:25][C:24]=3[O:29][CH3:30])[C:53]([O:52][CH2:51][CH:49]3[C:48]4[CH:47]=[CH:46][CH:45]=[CH:44][C:43]=4[C:42]4[C:50]3=[CH:38][CH:39]=[CH:40][CH:41]=4)=[O:54])=[C:10]3[C:15](=[CH:16][CH:17]=2)[NH:14][C:13]([CH3:19])([CH3:18])[CH:12]=[C:11]3[CH3:20])=[C:4]([O:31][CH3:32])[CH:3]=1 |f:1.2|. Reaction conditions: time 3 hour. Procedure: 6-(4-Hydroxy-2-methoxyphenyl)-5-(2-methoxyphenylaminomethyl)-2,2,4-trimethyl-1,2-dihydroquinoline (Reference Compound No. 4-1, 37.7 mg, 0.0876 mmol) and sodium hydrogen carbonate (9.5 mg, 0.113 mmol) were dissolved in 1,4-dioxane (0.5 mL)-water (0.5 mL), and then 9-fluorenylmethoxycarbonyl chloride (25.6 mg, 0.0990 mmol) was added thereto under ice cooling. After the reaction mixture was stirred at room temperature for 3 hours, it was diluted with ethyl acetate (10 mL). The mixture was washed wi... Product: OC1=CC(=C(C=C1)C=1C(=C2C(=CC(NC2=CC1)(C)C)C)CN(C(=O)OCC1C2=CC=CC=C2C=2C=CC=CC12)C1=C(C=CC=C1)OC)OC (6-(4-Hydroxy-2-methoxyphenyl)-5-[N-(2-methoxyphenyl)-N-(9-fluorenylmethoxycarbonyl)aminomethyl]-2,2,4-trimethyl-1,2-dihydroquinoline). The reactants are OC1=CC(=C(C=C1)C=1C(=C2C(=CC(NC2=CC1)(C)C)C)CNC1=C(C=CC=C1)OC)OC (6-(4-Hydroxy-2-methoxyphenyl)-5-(2-methoxyphenylaminomethyl)-2,2,4-trimethyl-1,2-dihydroquinoline), C1=CC=CC=2C3=CC=CC=C3C(C12)COC(=O)Cl (9-fluorenylmethoxycarbonyl chloride), C(O)([O-])=O.[Na+] (sodium hydrogen carbonate). Reactants: CCO, Cc1ccc2c(Cl)ccnc2n1, CC(=O)Nc1ccc(Sc2ccc(OCc3ccccc3C)cc2N)cc1. Product: CC(=O)Nc1ccc(Sc2ccc(OCc3ccccc3C)cc2Nc2ccnc3nc(C)ccc23)cc1. Reaction SMILES: [CH3:40][CH2:41][OH:42].[Cl:1][c:2]1[c:3]2[cH:4][cH:5][c:6]([CH3:12])[n:7][c:8]2[n:9][cH:10][cH:11]1.[NH2:13][c:14]1[c:15]([S:29][c:30]2[cH:31][cH:32][c:33]([NH:36][C:37]([CH3:38])=[O:39])[cH:34][cH:35]2)[cH:16][cH:17][c:18]([O:20][CH2:21][c:22]2[c:23]([CH3:28])[cH:24][cH:25][cH:26][cH:27]2)[cH:19]1>>[c:2]1([NH:13][c:14]2[c:15]([S:29][c:30]3[cH:31][cH:32][c:33]([NH:36][C:37]([CH3:38])=[O:39])[cH:34][cH:35]3)[cH:16][cH:17][c:18]([O:20][CH2:21][c:22]3[c:23]([CH3:28])[cH:24][cH:25][cH:26][cH:27]3)[cH:19]2)[c:3]2[cH:4][cH:5][c:6]([CH3:12])[n:7][c:8]2[n:9][cH:10][cH:11]1. Reactants: C(C)(C)(C)OC(NC(C(=O)NNC(=O)[C@H]1N2C(N([C@H](CC1)C2)OCC2=CC=CC=C2)=O)C2=CC=CC=C2)=O (tert-butyl[2-(2-{[(2S,5R)-6-(benzyloxy)-7-oxo-1,6-diazabicyclo[3.2.1]oct-2-yl]carbonyl}hydrazinyl)-2-oxo-1-phenylethyl]carbamate). The reagents and catalysts are [Pd] (Pd/C). Run in CO (methanol). Reaction conditions: time 3 hour. The product is C(C)(C)(C)OC(NC(C(=O)NNC(=O)[C@H]1N2C(N([C@H](CC1)C2)O)=O)C2=CC=CC=C2)=O (tert-butyl[2-(2-{[(2S,5R)-6-hydroxy-7-oxo-1,6-diazabicyclo[3.2.1]oct-2-yl]carbonyl}hydrazinyl)-2-oxo-1-phenylethyl]carbamate). Isolated yield 103.2%. RXN SMILES: [C:1]([O:5][C:6](=[O:38])[NH:7][CH:8]([C:32]1[CH:37]=[CH:36][CH:35]=[CH:34][CH:33]=1)[C:9]([NH:11][NH:12][C:13]([C@@H:15]1[CH2:21][CH2:20][C@@H:19]2[CH2:22][N:16]1[C:17](=[O:31])[N:18]2[O:23]CC1C=CC=CC=1)=[O:14])=[O:10])([CH3:4])([CH3:3])[CH3:2]>CO.[Pd]>[C:1]([O:5][C:6](=[O:38])[NH:7][CH:8]([C:32]1[CH:37]=[CH:36][CH:35]=[CH:34][CH:33]=1)[C:9]([NH:11][NH:12][C:13]([C@@H:15]1[CH2:21][CH2:20][C@@H:19]2[CH2:22][N:16]1[C:17](=[O:31])[N:18]2[OH:23])=[O:14])=[O:10])([CH3:4])([CH3:2])[CH3:3]. Reported procedure: A mixture of tert-butyl[2-(2-{[(2S,5R)-6-(benzyloxy)-7-oxo-1,6-diazabicyclo[3.2.1]oct-2-yl]carbonyl}hydrazinyl)-2-oxo-1-phenylethyl]carbamate 250 (0.40 g, 0.76 mmol) and Pd/C (0.20 g) in methanol (15 mL) was hydrogenated at 1 atm at room temperature for 3 h. The mixture was filtered through Celite pad and concentrated to provide 251 (0.34 g, quant. yield) as a white foam. Reactants: ClC=1C=CC(=NC1)N1C(OC(C1)(C)CNC(C1=CC=C(C=C1)C=1OC2=C(N1)C=C(C=C2C(C)C)C#N)=O)=O (N-{[3-(5-chloropyridin-2-yl)-5-methyl-2-oxo-1,3-oxazolidin-5-yl]methyl}-4-(5-cyano-7-isopropyl-1,3-benzoxazol-2-yl)benzamide), C([O-])([O-])=O.[K+].[K+] (potassium carbonate), FC(OC1=C(C=CC=C1)B(O)O)(F)F (2-trifluoromethoxyphenylboronic acid). The reagents and catalysts are C(C)(C)(C)P(C(C)(C)C)[C-]1C=CC=C1.[CH-]1C=CC=C1.[Fe+2].[Pd] (palladium di-tert-butylphosphinoferrocene). Solvent: O1CCCC1 (tetrahydrofuran), O (water). Conditions: temperature 100 celsius. Yields the product C(#N)C=1C=C(C2=C(N=C(O2)C2=CC=C(C(=O)NCC3(CN(C(O3)=O)C3=NC=C(C=C3)C3=C(C=CC=C3)OC(F)(F)F)C)C=C2)C1)C(C)C (4-(5-Cyano-7-isopropyl-1,3-benzoxazol-2-yl)-N-[(5-methyl-2-oxo-3-{5-[2-(trifluoro-methoxy)phenyl]pyridin-2-yl}-1,3-oxazolidin-5-yl)methyl]benzamide). Yield: 25.1%. RXN SMILES: Cl[C:2]1[CH:3]=[CH:4][C:5]([N:8]2[CH2:12][C:11]([CH2:14][NH:15][C:16](=[O:37])[C:17]3[CH:22]=[CH:21][C:20]([C:23]4[O:24][C:25]5[C:31]([CH:32]([CH3:34])[CH3:33])=[CH:30][C:29]([C:35]#[N:36])=[CH:28][C:26]=5[N:27]=4)=[CH:19][CH:18]=3)([CH3:13])[O:10][C:9]2=[O:38])=[N:6][CH:7]=1.C(=O)([O-])[O-].[K+].[K+].[F:45][C:46]([F:58])([F:57])[O:47][C:48]1[CH:53]=[CH:52][CH:51]=[CH:50][C:49]=1B(O)O>O1CCCC1.O.C(P([C-]1C=CC=C1)C(C)(C)C)(C)(C)C.[CH-]1C=CC=C1.[Fe+2].[Pd]>[C:35]([C:29]1[CH:30]=[C:31]([CH:32]([CH3:34])[CH3:33])[C:25]2[O:24][C:23]([C:20]3[CH:21]=[CH:22][C:17]([C:16]([NH:15][CH2:14][C:11]4([CH3:13])[O:10][C:9](=[O:38])[N:8]([C:5]5[CH:4]=[CH:3][C:2]([C:49]6[CH:50]=[CH:51][CH:52]=[CH:53][C:48]=6[O:47][C:46]([F:45])([F:58])[F:57])=[CH:7][N:6]=5)[CH2:12]4)=[O:37])=[CH:18][CH:19]=3)=[N:27][C:26]=2[CH:28]=1)#[N:36] |f:1.2.3,7.8.9.10|. Procedure details: To a mixture of N-{[3-(5-chloropyridin-2-yl)-5-methyl-2-oxo-1,3-oxazolidin-5-yl]methyl}-4-(5-cyano-7-isopropyl-1,3-benzoxazol-2-yl)benzamide (26 mg, EXAMPLE 50) and potassium carbonate (35 mg) in 0.5 ml of tetrahydrofuran and 0.5 ml of water was added 2-trifluoromethoxyphenylboronic acid (10 mg) and palladium di-tert-butylphosphinoferrocene (7 mg). The mixture was heated via microwave for 10 min at 100° C. The sample was cooled to room temperature, and was purified via column chromatography on a... Reactants: ClC=1C=C(C=CC1C#N)N1N=C2C=3C=CC(=NC3CCC2C1C1CCCC1)C(=O)OC (methyl 2-(3-chloro-4-cyanophenyl)-3-cyclopentyl-3,3a,4,5-tetrahydro-2H-pyrazolo[3,4-f]quinoline-7-carboxyl ate), CN (methylamine). Run in C(C)O (ethanol), C(C)O (ethanol). Run at temperature 60 celsius, time 22 hour. Yields the product ClC=1C=C(C=CC1C#N)N1N=C2C=3C=CC(=NC3CCC2C1C1CCCC1)C(=O)NC (2-(3-chloro-4-cyanophenyl)-3-cyclopentyl-N-methyl-3,3a,4,5-tetrahydro-2H-pyrazolo[3,4-f]quinoline-7-carboxamide). Isolated yield 91.3%. Reaction SMILES: [Cl:1][C:2]1[CH:3]=[C:4]([N:10]2[CH:22]([CH:23]3[CH2:27][CH2:26][CH2:25][CH2:24]3)[CH:21]3[C:12]([C:13]4[CH:14]=[CH:15][C:16]([C:28](OC)=[O:29])=[N:17][C:18]=4[CH2:19][CH2:20]3)=[N:11]2)[CH:5]=[CH:6][C:7]=1[C:8]#[N:9].[CH3:32][NH2:33]>C(O)C>[Cl:1][C:2]1[CH:3]=[C:4]([N:10]2[CH:22]([CH:23]3[CH2:27][CH2:26][CH2:25][CH2:24]3)[CH:21]3[C:12]([C:13]4[CH:14]=[CH:15][C:16]([C:28]([NH:33][CH3:32])=[O:29])=[N:17][C:18]=4[CH2:19][CH2:20]3)=[N:11]2)[CH:5]=[CH:6][C:7]=1[C:8]#[N:9]. Procedure: In a dried reaction flask, the crude methyl 2-(3-chloro-4-cyanophenyl)-3-cyclopentyl-3,3a,4,5-tetrahydro-2H-pyrazolo[3,4-f]quinoline-7-carboxyl ate (prepared according to the step (2) of Example 1) (0.489 g, about 1.1 mmol) was dissolved in ethanol (22 mL). A 27% methylamine in ethanol solution (22.121 g) was added to the mixture. The resulting mixture was stirred at 60° C. for 22 h and filtered to produce a crude yellow solid, which was washed with ethanol to produce a purified product (0.436 g... Reaction conditions: temperature 150 celsius, time 8 hour. Solvent: CN(C=O)C (dimethylformamide). The yield is 17.3%. Starting materials: C(C)[S-].[Na+] (sodium ethanethiolate), COC=1C=C(C=CC1)C=1C2=C(N=C(N1)N1CCOCC1)N(CC2)C2=CC(=NC=C2)N2CCN(CC2)C (4-(3-Methoxyphenyl)-7-[2-(4-methylpiperazin-1-yl)-pyridin-4-yl]-2-morpholin-4-yl-6,7-dihydro-5H-pyrrolo[2,3-d]pyrimidine), O (water). As a reaction SMILES: C[O:2][C:3]1[CH:4]=[C:5]([C:9]2[C:10]3[CH2:23][CH2:22][N:21]([C:24]4[CH:29]=[CH:28][N:27]=[C:26]([N:30]5[CH2:35][CH2:34][N:33]([CH3:36])[CH2:32][CH2:31]5)[CH:25]=4)[C:11]=3[N:12]=[C:13]([N:15]3[CH2:20][CH2:19][O:18][CH2:17][CH2:16]3)[N:14]=2)[CH:6]=[CH:7][CH:8]=1.C([S-])C.[Na+].O>CN(C)C=O>[CH3:36][N:33]1[CH2:34][CH2:35][N:30]([C:26]2[CH:25]=[C:24]([N:21]3[C:11]4[N:12]=[C:13]([N:15]5[CH2:16][CH2:17][O:18][CH2:19][CH2:20]5)[N:14]=[C:9]([C:5]5[CH:4]=[C:3]([OH:2])[CH:8]=[CH:7][CH:6]=5)[C:10]=4[CH2:23][CH2:22]3)[CH:29]=[CH:28][N:27]=2)[CH2:31][CH2:32]1 |f:1.2|. Procedure: 4-(3-Methoxyphenyl)-7-[2-(4-methylpiperazin-1-yl)-pyridin-4-yl]-2-morpholin-4-yl-6,7-dihydro-5H-pyrrolo[2,3-d]pyrimidine (107 mg, 0.22 mmol) was heated at 150° C. in dimethylformamide (1 ml), and sodium ethanethiolate (275 mg, 3.3 mmol) was added at 15 minutes intervals in 3 portions. After heating at 150° C. for further 15 minutes followed by cooling, water (1 ml) was added, followed by washing with ethyl acetate (2 ml). After the aqueous layer was left overnight, the deposited precipitate was ... The product is CN1CCN(CC1)C1=NC=CC(=C1)N1CCC2=C1N=C(N=C2C=2C=C(C=CC2)O)N2CCOCC2 (3-{7-[2-(4-Methyl-piperazin-1-yl)-pyridin-4-yl]-2-morpholin-4-yl-6,7-dihydro-5H-pyrrolo[2,3-d]pyrimidin-4-yl}-phenol). Starting materials: C(C)OC(=O)C(C)(OC1=CC=C(C=C1)CCCC(=O)NN(C(=O)NCCC)CC1=CC(=C(C=C1)Cl)Cl)C (1-[4-[4-(1-Ethoxycarbonyl-1-methylethoxy)-phenyl]butyryl]-2-(3,4-dichlorophenylmethyl)-4-(propyl)semicarbazide), [OH-].[Na+] (NaOH). The solvent is CO (methanol). Reaction conditions: time 16 hour. The product is C(=O)(O)C(C)(OC1=CC=C(C=C1)CCCC(=O)NN(C(=O)NCCC)CC1=CC(=C(C=C1)Cl)Cl)C (1-[4-[4-(1-Carboxy-1-methylethoxy)phenyl]butyryl]-2-(3,4-dichlorophenylmethyl)-4-(propyl)semicarbazide). The yield is 96.4%. As a reaction SMILES: C([O:3][C:4]([C:6]([CH3:37])([O:8][C:9]1[CH:14]=[CH:13][C:12]([CH2:15][CH2:16][CH2:17][C:18]([NH:20][N:21]([CH2:28][C:29]2[CH:34]=[CH:33][C:32]([Cl:35])=[C:31]([Cl:36])[CH:30]=2)[C:22]([NH:24][CH2:25][CH2:26][CH3:27])=[O:23])=[O:19])=[CH:11][CH:10]=1)[CH3:7])=[O:5])C.[OH-].[Na+]>CO>[C:4]([C:6]([CH3:37])([O:8][C:9]1[CH:14]=[CH:13][C:12]([CH2:15][CH2:16][CH2:17][C:18]([NH:20][N:21]([CH2:28][C:29]2[CH:34]=[CH:33][C:32]([Cl:35])=[C:31]([Cl:36])[CH:30]=2)[C:22]([NH:24][CH2:25][CH2:26][CH3:27])=[O:23])=[O:19])=[CH:11][CH:10]=1)[CH3:7])([OH:5])=[O:3] |f:1.2|. Procedure: To substrate 1-[4-[4-(1-Ethoxycarbonyl-1-methylethoxy)-phenyl]butyryl]-2-(3,4-dichlorophenylmethyl)-4-(propyl)semicarbazide (0.609 g, 1.10 mmol) in methanol (5 mL) at rt was added 1 N NaOH (2.0 mL, 2.0 mmol) and the resulting solution stirred for 16 h. The solution was then concentrated to an oil, and partitioned between ethyl acetate and 1 N HCl. The organic phase was then washed with sat'd aq. NaCl, dried (MgSO4), filtered and concentrated to afford the title compound as an amorphous solid (0.... Reaction SMILES: [CH3:18][C:19](=[O:20])[CH3:21].[Cl:1][CH2:2][CH:3]([OH:4])[c:5]1[cH:6][cH:7][c:8]([NH:11][C:12]([CH3:13])=[O:14])[n:9][cH:10]1.[Na+:16].[OH-:15].[OH2:17]>>[CH2:2]1[CH:3]([c:5]2[cH:6][cH:7][c:8]([NH:11][C:12]([CH3:13])=[O:14])[n:9][cH:10]2)[O:4]1. Yields the product CC(=O)Nc1ccc(C2CO2)cn1. Reactants: CC(C)=O, CC(=O)Nc1ccc(C(O)CCl)cn1, [Na+], [OH-], O. Starting materials: FC=1C=C(C(=O)C=2C=C3C(=NN(C3=CC2)C(C2=CC=CC=C2)(C2=CC=CC=C2)C2=CC=CC=C2)NC(C2=C(C=C(C=C2)N2CCN(CC2)C)[N+](=O)[O-])=O)C=C(C1)F (N-[5-(3,5-Difluoro-benzoyl)-1-trityl-1H-indazol-3-yl]-4-(4-methyl-piperazin-1-yl)-2-nitro-benzamide), FC(C(=O)O)(F)F (trifluoroacetic acid). Run in ClCCl (dichloromethane). Conditions: time 2 hour. Product: FC=1C=C(C(=O)C=2C=C3C(=NNC3=CC2)NC(C2=C(C=C(C=C2)N2CCN(CC2)C)[N+](=O)[O-])=O)C=C(C1)F (N-[5-(3,5-Difluoro-benzoyl)-1H-indazol-3-yl]-4-(4-methyl-piperazin-1-yl)-2-nitro-benzamide). The yield is 78.0%. RXN SMILES: [F:1][C:2]1[CH:3]=[C:4]([CH:54]=[C:55]([F:57])[CH:56]=1)[C:5]([C:7]1[CH:8]=[C:9]2[C:13](=[CH:14][CH:15]=1)[N:12](C(C1C=CC=CC=1)(C1C=CC=CC=1)C1C=CC=CC=1)[N:11]=[C:10]2[NH:35][C:36](=[O:53])[C:37]1[CH:42]=[CH:41][C:40]([N:43]2[CH2:48][CH2:47][N:46]([CH3:49])[CH2:45][CH2:44]2)=[CH:39][C:38]=1[N+:50]([O-:52])=[O:51])=[O:6].FC(F)(F)C(O)=O>ClCCl>[F:1][C:2]1[CH:3]=[C:4]([CH:54]=[C:55]([F:57])[CH:56]=1)[C:5]([C:7]1[CH:8]=[C:9]2[C:13](=[CH:14][CH:15]=1)[NH:12][N:11]=[C:10]2[NH:35][C:36](=[O:53])[C:37]1[CH:42]=[CH:41][C:40]([N:43]2[CH2:44][CH2:45][N:46]([CH3:49])[CH2:47][CH2:48]2)=[CH:39][C:38]=1[N+:50]([O-:52])=[O:51])=[O:6]. Procedure: A mixture of N-[5-(3,5-Difluoro-benzoyl)-1-trityl-1H-indazol-3-yl]-4-(4-methyl-piperazin-1-yl)-2-nitro-benzamide (2.76 g, 3.62 mmol), trifluoroacetic acid (5.6 mL) and dichloromethane (56 mL) was stirred at room temperature for 2 hours. The volatiles were evaporated and the residue taken up with dichloromethane and washed with a saturated solution of sodium hydrogen-carbonate. The organic phase was evaporated to dryness. The residue was redissolved in ethyl acetate and washed twice with brine. T...